From a dataset of the Open Reaction Database (ORD), a public repository of structured organic reaction records. describe an organic reaction: reactants, conditions, products, and yield The reactants are FC=1C=C2C(=C(C(C2=CC1)=CC1=CC=C(C=C1)S(=O)C)C)CC(=O)O (5-fluoro-2-methyl-1-(ρ-methylsulfinylbenzylidene)-3-indenylacetic acid), C[O-].[Na+] (sodium methoxide). Run in CO (methanol), CO (methanol). Conditions: time 20 minute. Product: FC=1C=C2C(=C(C(C2=CC1)=CC1=CC=C(C=C1)S(=O)C)C)CC(=O)[O-].[Na+] (sodium 5-fluoro-2-methyl-1-(ρ-methylsulfinylbenzylidene)-3-indenylacetate). As a reaction SMILES: [F:1][C:2]1[CH:3]=[C:4]2[C:8](=[CH:9][CH:10]=1)[C:7](=[CH:11][C:12]1[CH:17]=[CH:16][C:15]([S:18]([CH3:20])=[O:19])=[CH:14][CH:13]=1)[C:6]([CH3:21])=[C:5]2[CH2:22][C:23]([OH:25])=[O:24].C[O-].[Na+:28]>CO>[F:1][C:2]1[CH:3]=[C:4]2[C:8](=[CH:9][CH:10]=1)[C:7](=[CH:11][C:12]1[CH:17]=[CH:16][C:15]([S:18]([CH3:20])=[O:19])=[CH:14][CH:13]=1)[C:6]([CH3:21])=[C:5]2[CH2:22][C:23]([O-:25])=[O:24].[Na+:28] |f:1.2,4.5|. Procedure: 5-fluoro-2-methyl-1-(ρ-methylsulfinylbenzylidene)-3-indenylacetic acid (1.79 g.) in methanol (10 ml.) is added to a solution of sodium methoxide (0.27 g.) in methanol (5 ml.). The reaction mixture is stirred for 20 minutes and evaporated to dryness to yield sodium 5-fluoro-2-methyl-1-(ρ-methylsulfinylbenzylidene)-3-indenylacetate. Reactants: ClC1=NC=C(C(=N1)N1CC(C1)OC1=CC=C(C=C1)F)F (2-chloro-5-fluoro-4-(3-(4-fluorophenoxy)azetidin-1-yl)pyrimidine), NC=1C=C(C(=O)NC)C=CC1 (3-amino-N-methylbenzamide), FC(C(=O)O)(F)F (trifluoroacetic acid). Run in CC(C)O (2-propanol). Run at temperature 84 celsius, time 10 minute. The product is FC=1C(=NC(=NC1)NC=1C=C(C(=O)NC)C=CC1)N1CC(C1)OC1=CC=C(C=C1)F (3-(5-fluoro-4-(3-(4-fluorophenoxy)azetidin-1-yl)pyrimidin-2-ylamino)-N-methylbenzamide). Isolated yield 100.4%. RXN SMILES: Cl[C:2]1[N:7]=[C:6]([N:8]2[CH2:11][CH:10]([O:12][C:13]3[CH:18]=[CH:17][C:16]([F:19])=[CH:15][CH:14]=3)[CH2:9]2)[C:5]([F:20])=[CH:4][N:3]=1.[NH2:21][C:22]1[CH:23]=[C:24]([CH:29]=[CH:30][CH:31]=1)[C:25]([NH:27][CH3:28])=[O:26].FC(F)(F)C(O)=O>CC(O)C>[F:20][C:5]1[C:6]([N:8]2[CH2:11][CH:10]([O:12][C:13]3[CH:18]=[CH:17][C:16]([F:19])=[CH:15][CH:14]=3)[CH2:9]2)=[N:7][C:2]([NH:21][C:22]2[CH:23]=[C:24]([CH:29]=[CH:30][CH:31]=2)[C:25]([NH:27][CH3:28])=[O:26])=[N:3][CH:4]=1. Procedure: To 2-chloro-5-fluoro-4-(3-(4-fluorophenoxy)azetidin-1-yl)pyrimidine (90.0 mg, 0.302 mmol) and 3-amino-N-methylbenzamide (49.9 mg, 0.333 mmol) in a disposable sealed tube in 2-propanol (2.50 mL) was added trifluoroacetic acid (0.070 mL, 0.907 mmol). The resulting reaction mixture was heated at 84° C. for 3 d, cooled to RT and concentrated. The residue was stirred in EtOAc and saturated aqueous NaHCO3 for 10 min and transferred to a reparatory funnel. The organic layer was washed with brine, dried... The reactants are COCC(CCC1(OCC(CO1)(C)C)C)(OC)C1=CC(=CC=C1)O (2-(3-hydroxyphenyl)-2-methoxy-4-(2,5,5-trimethyl-1,3-dioxan-2-yl)but-1-yl methyl ether), C1(=CC=CC=C1)C#CCBr (3-phenylprop-2-ynyl bromide). Product: COCC(CCC1(OCC(CO1)(C)C)C)(C1=CC(=CC=C1)OCC#CC1=CC=CC=C1)OC (2-methoxy-2-[3-(3-phenylprop-2-ynyloxy)phenyl]-4-(2,5,5-trimethyl-1,3-dioxan-2-yl)but-1-yl methyl ether). Yield: 85.0%. Reaction SMILES: [CH3:1][O:2][CH2:3][C:4]([C:18]1[CH:23]=[CH:22][CH:21]=[C:20]([OH:24])[CH:19]=1)([O:16][CH3:17])[CH2:5][CH2:6][C:7]1([CH3:15])[O:12][CH2:11][C:10]([CH3:14])([CH3:13])[CH2:9][O:8]1.[C:25]1([C:31]#[C:32][CH2:33]Br)[CH:30]=[CH:29][CH:28]=[CH:27][CH:26]=1>>[CH3:1][O:2][CH2:3][C:4]([O:16][CH3:17])([C:18]1[CH:23]=[CH:22][CH:21]=[C:20]([O:24][CH2:33][C:32]#[C:31][C:25]2[CH:30]=[CH:29][CH:28]=[CH:27][CH:26]=2)[CH:19]=1)[CH2:5][CH2:6][C:7]1([CH3:15])[O:8][CH2:9][C:10]([CH3:14])([CH3:13])[CH2:11][O:12]1. Procedure details: Using the procedure described in Example 12, 2-(3-hydroxyphenyl)-2-methoxy-4-(2,5,5-trimethyl-1,3-dioxan-2-yl)but-1-yl methyl ether was reacted with 3-phenylprop-2-ynyl bromide to give 2-methoxy-2-[3-(3-phenylprop-2-ynyloxy)phenyl]-4-(2,5,5-trimethyl-1,3-dioxan-2-yl)but-1-yl methyl ether in 85% yield, as an oil. Reactants: FC1=C(C(=C(C(=C1O)F)F)F)F (pentafluorophenol), C(CCl)Cl (EDC), Cl.N12CC(C(CC1)CC2)CC(=O)O (1-azabicyclo[2.2.2]oct-3-ylacetic acid hydrochloride). Reagents/catalysts: C(C)(C)N(C(C)C)CC (N,N-diisopropylethylamine). The solvent is ClCCl (dichloromethane). Reaction conditions: time 18 hour. The product is Cl.N12CC(C(CC1)CC2)CC(=O)OC2=C(C(=C(C(=C2F)F)F)F)F (Pentafluorophenyl (1-azabicyclo[2.2.2]oct-3-yl)acetate hydrochloride). Reaction SMILES: [F:1][C:2]1[C:7]([OH:8])=[C:6]([F:9])[C:5]([F:10])=[C:4]([F:11])[C:3]=1[F:12].C(Cl)C[Cl:15].Cl.[N:18]12[CH2:25][CH2:24][CH:21]([CH2:22][CH2:23]1)[CH:20]([CH2:26][C:27](O)=[O:28])[CH2:19]2>C(N(CC)C(C)C)(C)C.ClCCl>[ClH:15].[N:18]12[CH2:23][CH2:22][CH:21]([CH2:24][CH2:25]1)[CH:20]([CH2:26][C:27]([O:8][C:7]1[C:2]([F:1])=[C:3]([F:12])[C:4]([F:11])=[C:5]([F:10])[C:6]=1[F:9])=[O:28])[CH2:19]2 |f:2.3,6.7|. Procedure details: 358 mg (1.94 mmol) of pentafluorophenol, 120.5 mg (0.63 mmol) of EDC and 1 drop of N,N-diisopropylethylamine are added to a solution of 100 mg (0.49 mmol) of 1-azabicyclo[2.2.2]oct-3-ylacetic acid hydrochloride in 4 ml of dichloromethane at 0° C. The mixture is stirred at room temperature for 18 h. The contents of the flask are concentrated in vacuo and dried under high vacuum. The resulting crude product is employed without further purification in the following stages.